From a dataset of the Open Reaction Database (ORD), a public repository of structured organic reaction records. describe an organic reaction: reactants, conditions, products, and yield The reactants are F[B-](F)(F)F, Cc1nc(-c2ccc(C(=O)O)cc2)cs1, CN1CCC(N(C)c2nc3cc(N)ccc3o2)CC1, CC(C)=O, CN(C)C=O, CN(C)C(On1nnc2ccccc21)=[N+](C)C. Yields the product Cc1nc(-c2ccc(C(=O)Nc3ccc4oc(N(C)C5CCN(C)CC5)nc4c3)cc2)cs1. Reaction SMILES: [B-:16]([F:17])([F:18])([F:19])[F:20].[CH3:1][c:2]1[s:3][cH:4][c:5](-[c:7]2[cH:8][cH:9][c:10]([C:11](=[O:12])[OH:13])[cH:14][cH:15]2)[n:6]1.[CH3:38][N:39]([c:40]1[o:41][c:42]2[c:43]([n:44]1)[cH:45][c:46]([NH2:49])[cH:47][cH:48]2)[CH:50]1[CH2:51][CH2:52][N:53]([CH3:56])[CH2:54][CH2:55]1.[CH3:57][C:58](=[O:59])[CH3:60].[O:61]=[CH:62][N:63]([CH3:64])[CH3:65].[n:21]1([O:22][C:23]([N:24]([CH3:25])[CH3:26])=[N+:27]([CH3:28])[CH3:29])[c:30]2[cH:31][cH:32][cH:33][cH:34][c:35]2[n:36][n:37]1>>[CH3:1][c:2]1[s:3][cH:4][c:5](-[c:7]2[cH:8][cH:9][c:10]([C:11](=[O:13])[NH:49][c:46]3[cH:45][c:43]4[c:42]([o:41][c:40]([N:39]([CH3:38])[CH:50]5[CH2:51][CH2:52][N:53]([CH3:56])[CH2:54][CH2:55]5)[n:44]4)[cH:48][cH:47]3)[cH:14][cH:15]2)[n:6]1. Reactants: Cl.CC(CCCNC(=S)C1=CC=2N(C3=CC=CC=C3SC2C=C1)C(CN1CCCC1)C)C (N-(4-methylpentyl)-l0-[(2RS)-1-(1-pyrrolidinyl)-2-propyl]-2-phenothiazinecarbothioamide hydrochloride), mercuric acetate, C(C)(=O)O (acetic acid). Run in O (water). Conditions: temperature 20 celsius, time 16 hour. The product is Cl.C1=C(C=CC=2SC3=CC=CC=C3NC12)C(=O)N (2-phenothiazinecarboxamide hydrochloride). RXN SMILES: [ClH:1].CC(C)CCC[NH:7][C:8]([C:10]1[CH:23]=[CH:22][C:21]2[S:20][C:19]3[C:14](=[CH:15][CH:16]=[CH:17][CH:18]=3)[N:13](C(C)CN3CCCC3)[C:12]=2[CH:11]=1)=S.C(O)(=[O:35])C>O>[ClH:1].[CH:11]1[C:12]2[NH:13][C:14]3[C:19](=[CH:18][CH:17]=[CH:16][CH:15]=3)[S:20][C:21]=2[CH:22]=[CH:23][C:10]=1[C:8]([NH2:7])=[O:35] |f:0.1,4.5|. Reported procedure: A mixture of N-(4-methylpentyl)-l0-[(2RS)-1-(1-pyrrolidinyl)-2-propyl]-2-phenothiazinecarbothioamide hydrochloride (1.2 g) and mercuric acetate (0.88 g) in acetic acid (20.5 cc) is stirred for 16 hours at a temperature in the region of 20° C. The orange suspension obtained is diluted with distilled water (50 cc), filtered and concentrated to dryness under reduced pressure (30 mm Hg; 4 kPa) at 40° C. The residue is taken up with distilled water (50 cc) and ethyl acetate (100 cc). The mixture is a...